describe an organic reaction: reactants, conditions, products, and yield From a dataset of the Open Reaction Database (ORD), a public repository of structured organic reaction records. Reactants: CCOC(C)=O, COc1ccc2[nH]cc(-c3cc4c(C#N)ccnc4n3S(=O)(=O)c3ccc(C)cc3)c2c1, CCCCCCC, Cc1ccc(S(=O)(=O)n2c(I)cc3c(C#N)ccnc32)cc1. The product is COc1ccc2[nH]cc(-c3cc4c(C#N)ccnc4[nH]3)c2c1. RXN SMILES: [C:62]([O:63][CH2:64][CH3:65])(=[O:66])[CH3:67].[CH3:23][O:24][c:25]1[cH:26][c:27]2[c:28](-[c:34]3[cH:35][c:36]4[c:37]([n:38][cH:39][cH:40][c:41]4[C:42]#[N:43])[n:44]3[S:45]([c:46]3[cH:47][cH:48][c:49]([CH3:50])[cH:51][cH:52]3)(=[O:53])=[O:54])[cH:29][nH:30][c:31]2[cH:32][cH:33]1.[CH3:55][CH2:56][CH2:57][CH2:58][CH2:59][CH2:60][CH3:61].[I:1][c:2]1[n:3]([S:4]([c:5]2[cH:6][cH:7][c:8]([CH3:9])[cH:10][cH:11]2)(=[O:12])=[O:13])[c:14]2[n:15][cH:16][cH:17][c:18]([C:19]#[N:20])[c:21]2[cH:22]1>>[CH3:23][O:24][c:25]1[cH:26][c:27]2[c:28](-[c:34]3[cH:35][c:36]4[c:37]([n:38][cH:39][cH:40][c:41]4[C:42]#[N:43])[nH:44]3)[cH:29][nH:30][c:31]2[cH:32][cH:33]1. Reactants: C(C)(=O)SCCCCC(C)(O)C (6-acetylthio-2-methyl-2-hexanol), O1CCCC1 (tetrahydrofuran), [H-].[Al+3].[Li+].[H-].[H-].[H-] (lithium aluminum hydride), [H-].[Al+3].[Li+].[H-].[H-].[H-] (lithium aluminium hydride), Cl (hydrochloric acid). Run in C(C)(=O)OCC (ethyl acetate). Conditions: time 1.5 hour. The product is OC(CCCCS)(C)C (5-Hydroxy-5-methyl-1-hexanethiol). The yield is 85.0%. RXN SMILES: C([S:4][CH2:5][CH2:6][CH2:7][CH2:8][C:9]([CH3:12])([OH:11])[CH3:10])(=O)C.O1CCCC1.[H-].[Al+3].[Li+].[H-].[H-].[H-].Cl>C(OCC)(=O)C>[OH:11][C:9]([CH3:12])([CH3:10])[CH2:8][CH2:7][CH2:6][CH2:5][SH:4] |f:2.3.4.5.6.7|. Reported procedure: Under an argon atmosphere, to a solution of methyl magnesium bromide (0.99M solution in tetrahydrofuran, 70 ml, 69.3 mmol) in dry tetrahydrofuran (80 ml) was added a solution of ethyl 5-bromovalerate (3.66 ml, 23.1 mmol) in dry tetrahydrofuran (10 ml) dropwise at 0° C., and the mixture was stirred at room temperature for 1.5 hour, then quenched with an aqueous saturated ammonium chloride solution, poured into water and extracted with ethyl acetate. The extract was washed with brine and dried ove...